Dataset: the Open Reaction Database (ORD), a public repository of structured organic reaction records. Task: describe an organic reaction: reactants, conditions, products, and yield Starting materials: COCCOC1=C(C=CC=C1OCCOC)C=1C(=NNC1N)C (4-(2,3-bis{[2-(methyloxy)ethyl]oxy}phenyl)-3-methyl-1H-pyrazol-5-amine), OC1=CC=C(C=O)C=C1 (4-hydroxybenzaldehyde). Run in C(=O)(C(F)(F)F)O (TFA). Yields the product CC1=NNC=2N=C(C=3C=CC(=C(C3C21)OCCOC)OCCOC)C2=CC=C(C=C2)O (4-(1-methyl-8,9-bis{[2-(methyloxy)ethyl]-oxy}-3H-pyrazolo[3,4-c]isoquinolin-5-yl)phenol). The yield is 37.6%. Reaction SMILES: [CH3:1][O:2][CH2:3][CH2:4][O:5][C:6]1[C:11]([O:12][CH2:13][CH2:14][O:15][CH3:16])=[CH:10][CH:9]=[CH:8][C:7]=1[C:17]1[C:18]([CH3:23])=[N:19][NH:20][C:21]=1[NH2:22].[OH:24][C:25]1[CH:32]=[CH:31][C:28]([CH:29]=O)=[CH:27][CH:26]=1>C(O)(C(F)(F)F)=O>[CH3:23][C:18]1[C:17]2[C:7]3[C:6]([O:5][CH2:4][CH2:3][O:2][CH3:1])=[C:11]([O:12][CH2:13][CH2:14][O:15][CH3:16])[CH:10]=[CH:9][C:8]=3[C:29]([C:28]3[CH:31]=[CH:32][C:25]([OH:24])=[CH:26][CH:27]=3)=[N:22][C:21]=2[NH:20][N:19]=1. Procedure details: A solution of 4-(2,3-bis{[2-(methyloxy)ethyl]oxy}phenyl)-3-methyl-1H-pyrazol-5-amine (70 mg, 0.22 mmol), and 4-hydroxybenzaldehyde (40 mg, 0.33 mmol) in TFA (2 mL) was stirred in a sealed pressure vessel at 90° C. for 14 h. The reaction mixture was concentrated and purified by HPLC to give 4-(1-methyl-8,9-bis{[2-(methyloxy)ethyl]-oxy}-3H-pyrazolo[3,4-c]isoquinolin-5-yl)phenol (35 mg, 38% yield) as a yellow solid. 1H NMR (400 MHz, d6-DMSO) δ9.90 (br. s, 1H), 7.79 (d, 1H), 7.46 (m, 2H), 7.38 (d, 1... Starting materials: C1CCOC1, COC(CCn1cc(-c2cnccc2C)c(=O)[nH]c1=O)OC. Yields the product Cc1ccncc1-c1cn(CCC=O)c(=O)[nH]c1=O. As a reaction SMILES: [CH2:23]1[O:24][CH2:25][CH2:26][CH2:27]1.[CH3:1][O:2][CH:3]([CH2:4][CH2:5][n:6]1[c:7](=[O:20])[nH:8][c:9](=[O:19])[c:10](-[c:12]2[cH:13][n:14][cH:15][cH:16][c:17]2[CH3:18])[cH:11]1)[O:21][CH3:22]>>[O:2]=[CH:3][CH2:4][CH2:5][n:6]1[c:7](=[O:20])[nH:8][c:9](=[O:19])[c:10](-[c:12]2[cH:13][n:14][cH:15][cH:16][c:17]2[CH3:18])[cH:11]1. Reactants: ClC1=C(C=C(C=C1)C(C1=CC=C(C=C1)OCCCC)O)S(=O)(=O)N (2-Chloro-5-[hydroxy-(4-butoxy-phenyl)-methyl]-benzenesulfonamide), CC(=O)C.OS(=O)(=O)O.O=[Cr](=O)=O (Jones reagent). Run in CC(=O)C (acetone), O (water). Run at time 30 minute. The product is ClC1=C(C=C(C=C1)C(C1=CC=C(C=C1)OCCCC)=O)S(=O)(=O)N (2-Chloro-5-(4-butoxy-benzoyl)-benzenesulfonamide). Reaction SMILES: [Cl:1][C:2]1[CH:7]=[CH:6][C:5]([CH:8]([OH:20])[C:9]2[CH:14]=[CH:13][C:12]([O:15][CH2:16][CH2:17][CH2:18][CH3:19])=[CH:11][CH:10]=2)=[CH:4][C:3]=1[S:21]([NH2:24])(=[O:23])=[O:22].CC(C)=O.OS(O)(=O)=O.O=[Cr](=O)=O>CC(C)=O.O>[Cl:1][C:2]1[CH:7]=[CH:6][C:5]([C:8](=[O:20])[C:9]2[CH:10]=[CH:11][C:12]([O:15][CH2:16][CH2:17][CH2:18][CH3:19])=[CH:13][CH:14]=2)=[CH:4][C:3]=1[S:21]([NH2:24])(=[O:23])=[O:22] |f:1.2.3|. Procedure: 2-Chloro-5-[hydroxy-(4-butoxy-phenyl)-methyl]-benzenesulfonamide is dissolved in acetone (10 mL), and treated with a solution of Jones reagent (3 M in water, 0.91 mmol). The reaction is allowed to stir for 30 minutes. The reaction is diluted with water and extracted with dichloromethane. The organic phase is separated and concentrated in vacuo. The residue is purified by silica gel chromatography (gradient of ethyl acetate in hexanes 10-50%) affording 74 mg of the title compound. 1H NMR (CDCl3) ...